Dataset: the Open Reaction Database (ORD), a public repository of structured organic reaction records. Task: describe an organic reaction: reactants, conditions, products, and yield The reactants are C(Cl)(Cl)(Cl)Cl (carbon tetrachloride), CC(=O)OCC1=C(N2[C@@H]([C@@H](C2=O)N)SC1)C(=O)O (7-ACA), stannic chloride, [Bi](Cl)(Cl)Cl (bismuth trichloride). Run in CO (methanol). Run at temperature 50 celsius. Product: desired product, NC1[C@@H]2N(C(=C(CS2)COC)C(=O)O)C1=O (7-amino-3-methoxymethyl-3-cephem-4-carboxylic acid). As a reaction SMILES: C(Cl)(Cl)(Cl)Cl.C[C:7]([O:9][CH2:10][C:11]1[CH2:20][S:19][C@@H:14]2[C@H:15]([NH2:18])[C:16](=[O:17])[N:13]2[C:12]=1[C:21]([OH:23])=[O:22])=O.[Bi](Cl)(Cl)Cl>CO>[NH2:18][CH:15]1[C:16](=[O:17])[N:13]2[C:12]([C:21]([OH:23])=[O:22])=[C:11]([CH2:10][O:9][CH3:7])[CH2:20][S:19][C@H:14]12. Procedure: To 20 ml of carbon tetrachloride were added 2.72 g of 7-ACA, 2.6 g of methanol, 2.7 g of stannic chloride and 15 g of bismuth trichloride. The mixture was heated at 50° C. for 40 min to advance a reaction. After completion of the reaction, the reaction mixture was cooled to 5° C. The resulting precipitate was filtered off. To the filtrate was added 50 ml of water and, then, 0.3 g of activated carbon, and then the mixture was stirred, followed by filtration. The filtrate was adjusted to pH 3.5 wi... The reactants are ClC1=CN=C(S1)NC(N(C1CCNCC1)[C@@H]1CC[C@H](CC1)C)=O (3-(5-chloro-thiazol-2-yl)-1-(trans-4-methyl-cyclohexyl)-1-piperidin-4-yl-urea), C(C)N(C(=O)Cl)CC (diethylcarbamoyl chloride). Yields the product C(C)N(C(=O)N1CCC(CC1)N(C(=O)NC=1SC(=CN1)Cl)[C@@H]1CC[C@H](CC1)C)CC (4-[3-(5-Chloro-thiazol-2-yl)-1-(trans-4-methyl-cyclohexyl)-ureido]-piperidine-1-carboxylic acid diethylamide). Reaction SMILES: [Cl:1][C:2]1[S:6][C:5]([NH:7][C:8](=[O:23])[N:9]([C@H:16]2[CH2:21][CH2:20][C@H:19]([CH3:22])[CH2:18][CH2:17]2)[CH:10]2[CH2:15][CH2:14][NH:13][CH2:12][CH2:11]2)=[N:4][CH:3]=1.[CH2:24]([N:26]([CH2:30][CH3:31])[C:27](Cl)=[O:28])[CH3:25]>>[CH2:24]([N:26]([CH2:30][CH3:31])[C:27]([N:13]1[CH2:12][CH2:11][CH:10]([N:9]([C@H:16]2[CH2:21][CH2:20][C@H:19]([CH3:22])[CH2:18][CH2:17]2)[C:8]([NH:7][C:5]2[S:6][C:2]([Cl:1])=[CH:3][N:4]=2)=[O:23])[CH2:15][CH2:14]1)=[O:28])[CH3:25]. Procedure: Prepared in a similar manner to Example 554 using 3-(5-chloro-thiazol-2-yl)-1-(trans-4-methyl-cyclohexyl)-1-piperidin-4-yl-urea and diethylcarbamoyl chloride Reactants: Cl, Cl, Cl, O=C(O)c1ccc(N2CCS(=O)(=O)CC2)cc1, NC1CCC(CCN2CCN(c3nccc4c3CCO4)CC2)CC1. Product: O=C(NC1CCC(CCN2CCN(c3nccc4c3CCO4)CC2)CC1)c1ccc(N2CCS(=O)(=O)CC2)cc1. RXN SMILES: [ClH:1].[ClH:2].[ClH:3].[O:28]=[S:29]1(=[O:44])[CH2:30][CH2:31][N:32]([c:35]2[cH:36][cH:37][c:38]([C:39](=[O:40])[OH:41])[cH:42][cH:43]2)[CH2:33][CH2:34]1.[O:4]1[CH2:5][CH2:6][c:7]2[c:8]([N:13]3[CH2:14][CH2:15][N:16]([CH2:19][CH2:20][CH:21]4[CH2:22][CH2:23][CH:24]([NH2:27])[CH2:25][CH2:26]4)[CH2:17][CH2:18]3)[n:9][cH:10][cH:11][c:12]21>>[O:4]1[CH2:5][CH2:6][c:7]2[c:8]([N:13]3[CH2:14][CH2:15][N:16]([CH2:19][CH2:20][CH:21]4[CH2:22][CH2:23][CH:24]([NH:27][C:39]([c:38]5[cH:37][cH:36][c:35]([N:32]6[CH2:31][CH2:30][S:29](=[O:28])(=[O:44])[CH2:34][CH2:33]6)[cH:43][cH:42]5)=[O:40])[CH2:25][CH2:26]4)[CH2:17][CH2:18]3)[n:9][cH:10][cH:11][c:12]21. Starting materials: C, FC(F)(F)Oc1ccc(NC2CCN(Cc3ccccc3)CC2)cc1, CCO, [H][H], [Pd]. Product: FC(F)(F)Oc1ccc(NC2CCNCC2)cc1. As a reaction SMILES: [C:28].[CH2:1]([c:2]1[cH:3][cH:4][cH:5][cH:6][cH:7]1)[N:8]1[CH2:9][CH2:10][CH:11]([NH:14][c:15]2[cH:16][cH:17][c:18]([O:21][C:22]([F:23])([F:24])[F:25])[cH:19][cH:20]2)[CH2:12][CH2:13]1.[CH3:30][CH2:31][OH:32].[H:26][H:27].[Pd:29]>>[NH:8]1[CH2:9][CH2:10][CH:11]([NH:14][c:15]2[cH:16][cH:17][c:18]([O:21][C:22]([F:23])([F:24])[F:25])[cH:19][cH:20]2)[CH2:12][CH2:13]1. Reactants: Cn1c(=O)c(Br)cc2cnn(-c3c(F)cccc3F)c21, O=C([O-])[O-], CCOC(C)=O, Cc1c(F)cc(C(=O)NC2CC2)cc1B1OC(C)(C)C(C)(C)O1, [Na+], [Na+], C1COCCO1, c1ccc(P(c2ccccc2)(c2ccccc2)[Pd](P(c2ccccc2)(c2ccccc2)c2ccccc2)(P(c2ccccc2)(c2ccccc2)c2ccccc2)P(c2ccccc2)(c2ccccc2)c2ccccc2)cc1. The product is Cc1c(F)cc(C(=O)NC2CC2)cc1-c1cc2cnn(-c3c(F)cccc3F)c2n(C)c1=O. As a reaction SMILES: [Br:1][c:2]1[cH:3][c:4]2[c:5]([n:6]([CH3:9])[c:7]1=[O:8])[n:10](-[c:13]1[c:14]([F:20])[cH:15][cH:16][cH:17][c:18]1[F:19])[n:11][cH:12]2.[C:50](=[O:51])([O-:52])[O-:53].[CH3:56][CH2:57][O:58][C:59]([CH3:60])=[O:61].[CH:21]1([NH:24][C:25]([c:26]2[cH:27][c:28]([F:42])[c:29]([CH3:41])[c:30]([B:32]3[O:33][C:34]([CH3:35])([CH3:36])[C:37]([CH3:38])([CH3:39])[O:40]3)[cH:31]2)=[O:43])[CH2:22][CH2:23]1.[Na+:54].[Na+:55].[O:44]1[CH2:45][CH2:46][O:47][CH2:48][CH2:49]1.[cH:62]1[cH:63][cH:64][c:65]([P:66]([Pd:67]([P:68]([c:69]2[cH:70][cH:71][cH:72][cH:73][cH:74]2)([c:75]2[cH:76][cH:77][cH:78][cH:79][cH:80]2)[c:81]2[cH:82][cH:83][cH:84][cH:85][cH:86]2)([P:87]([c:88]2[cH:89][cH:90][cH:91][cH:92][cH:93]2)([c:94]2[cH:95][cH:96][cH:97][cH:98][cH:99]2)[c:100]2[cH:101][cH:102][cH:103][cH:104][cH:105]2)[P:106]([c:107]2[cH:108][cH:109][cH:110][cH:111][cH:112]2)([c:113]2[cH:114][cH:115][cH:116][cH:117][cH:118]2)[c:119]2[cH:120][cH:121][cH:122][cH:123][cH:124]2)([c:125]2[cH:126][cH:127][cH:128][cH:129][cH:130]2)[c:131]2[cH:132][cH:133][cH:134][cH:135][cH:136]2)[cH:137][cH:138]1>>[c:2]1(-[c:30]2[c:29]([CH3:41])[c:28]([F:42])[cH:27][c:26]([C:25]([NH:24][CH:21]3[CH2:22][CH2:23]3)=[O:43])[cH:31]2)[cH:3][c:4]2[c:5]([n:6]([CH3:9])[c:7]1=[O:8])[n:10](-[c:13]1[c:14]([F:20])[cH:15][cH:16][cH:17][c:18]1[F:19])[n:11][cH:12]2. Starting materials: CN (methylamine), FC(C(C(CCI)(F)F)(F)F)(F)F (1,1,1,2,2,3,3 heptafluor-5-iodo-pentane), CN (methylamine). The solvent is O1CCCC1 (tetrahydrofuran). Run at time 8 hour. Yields the product FC(=CCNC)C(C(F)(F)F)(F)F ((3,4,4,5,5,5-hexafluoro-pent-2-enyl)-methyl-amine). Reaction SMILES: [CH3:1][NH2:2].[F:3][C:4]([F:15])([F:14])[C:5]([F:13])([F:12])[C:6](F)([F:10])[CH2:7][CH2:8]I>O1CCCC1>[F:10][C:6]([C:5]([F:13])([F:12])[C:4]([F:15])([F:14])[F:3])=[CH:7][CH2:8][NH:2][CH3:1]. Procedure: 3.55 g of methylamine is condensed in a solution of 2.6 ml of 1,1,1,2,2,3,3 heptafluor-5-iodo-pentane in 20 ml of anhydrous tetrahydrofuran at −40° C., and it is stirred overnight at room temperature in a pressurized reactor. After the pressurized reactor was opened at −30° C., it is allowed to come to room temperature to allow excess methylamine to evaporate off. Then, the reaction solution is mixed with diethyl ether, washed with saturated common salt solution, dried on magnesium sulfate and c... Starting materials: C([O-])([O-])=O.[K+].[K+] (potassium carbonate), N1(CCCCC1)CCNC(=O)C1=CNC2=CC=CC=C12 (N-[2-(1-Piperidyl)ethyl] 1H-indole-3-carboxamide), ClN1C(CCC1=O)=O (N-chlorosuccinimide), BrCCCO (3-bromo-1-propanol). The solvent is CC(=O)C (acetone). The product is N1(CCCCC1)CCNC(=O)C1=C2N(C=3C=CC=CC13)CCCO2 (N-[2-(1-Piperidyl)ethyl] 3,4-dihydro-2H-[1,3]oxazino[3,2-a]indole-10-carboxamide). The yield is 29.0%. RXN SMILES: [N:1]1([CH2:7][CH2:8][NH:9][C:10]([C:12]2[C:20]3[C:15](=[CH:16][CH:17]=[CH:18][CH:19]=3)[NH:14][CH:13]=2)=[O:11])[CH2:6][CH2:5][CH2:4][CH2:3][CH2:2]1.ClN1[C:26](=[O:27])[CH2:25][CH2:24]C1=O.BrCCCO.C(=O)([O-])[O-].[K+].[K+]>CC(C)=O>[N:1]1([CH2:7][CH2:8][NH:9][C:10]([C:12]2[C:20]3[CH:19]=[CH:18][CH:17]=[CH:16][C:15]=3[N:14]3[CH2:24][CH2:25][CH2:26][O:27][C:13]=23)=[O:11])[CH2:6][CH2:5][CH2:4][CH2:3][CH2:2]1 |f:3.4.5|. Procedure: N-[2-(1-Piperidyl)ethyl] 1H-indole-3-carboxamide (D2) was treated initially with N-chlorosuccinimide then with 3-bromo-1-propanol, then with potassium carbonate in acetone following the method described in Example 3. The crude product was chromatographed on silica gel eluting with chloroform/methanol (19:1) to give a pale yellow oil, which crystallised from ether to afford the title compound (E5) as a white solid (29%) mp 124-127° C. Starting materials: CC(C)=O, Cl, [NH4+], C(#CC1c2ccccc2C=Cc2ccccc21)COC1CCCCO1, [OH-]. The product is OCC#CC1c2ccccc2C=Cc2ccccc21. Reaction SMILES: [CH3:29][C:30](=[O:31])[CH3:32].[ClH:26].[NH4+:27].[O:1]1[CH2:2][CH2:3][CH2:4][CH2:5][CH:6]1[O:7][CH2:8][C:9]#[C:10][CH:11]1[c:12]2[c:13]([cH:22][cH:23][cH:24][cH:25]2)[CH:14]=[CH:15][c:16]2[c:17]1[cH:18][cH:19][cH:20][cH:21]2.[OH-:28]>>[OH:7][CH2:8][C:9]#[C:10][CH:11]1[c:12]2[c:13]([cH:22][cH:23][cH:24][cH:25]2)[CH:14]=[CH:15][c:16]2[c:17]1[cH:18][cH:19][cH:20][cH:21]2.